Dataset: the Open Reaction Database (ORD), a public repository of structured organic reaction records. Task: describe an organic reaction: reactants, conditions, products, and yield Reactants: C1(CC1)NC(NC1=CC(=C(OC2=C3C(=NC=C2)C=C(S3)C3=CC=C(C=N3)CN3CCN(CC3)C([C@H](C(C)C)NC(OC(C)(C)C)=O)=O)C=C1)F)=O ((S)-tert-butyl 1-(4-((6-(7-(4-(3-cyclopropylureido)-2-fluorophenoxy)thieno[3,2-b]pyridin-2-yl)pyridin-3-yl)methyl)piperazin-1-yl)-3-methyl-1-oxobutan-2-ylcarbamate), C(=O)(C(F)(F)F)O (TFA). The solvent is C(Cl)Cl (DCM), CO.C(Cl)Cl (MeOH DCM). Yields the product [OH-].[NH4+] (ammonium hydroxide), N[C@H](C(=O)N1CCN(CC1)CC=1C=CC(=NC1)C1=CC2=NC=CC(=C2S1)OC1=C(C=C(C=C1)NC(=O)NC1CC1)F)C(C)C ((S)-1-(4-(2-(5-((4-(2-amino-3-methylbutanoyl)piperazin-1-yl)methyl)pyridin-2-yl)thieno[3,2-b]pyridin-7-yloxy)-3-fluorophenyl)-3-cyclopropylurea). The yield is 149.6%. Reaction SMILES: [CH:1]1([NH:4][C:5](=[O:51])[NH:6][C:7]2[CH:49]=[CH:48][C:10]([O:11][C:12]3[CH:17]=[CH:16][N:15]=[C:14]4[CH:18]=[C:19]([C:21]5[N:26]=[CH:25][C:24]([CH2:27][N:28]6[CH2:33][CH2:32][N:31]([C:34](=[O:47])[C@@H:35]([NH:39]C(=O)OC(C)(C)C)[CH:36]([CH3:38])[CH3:37])[CH2:30][CH2:29]6)=[CH:23][CH:22]=5)[S:20][C:13]=34)=[C:9]([F:50])[CH:8]=2)[CH2:3][CH2:2]1.C(O)(C(F)(F)F)=O>C(Cl)Cl.CO.C(Cl)Cl>[OH-:11].[NH4+:4].[NH2:39][C@@H:35]([CH:36]([CH3:38])[CH3:37])[C:34]([N:31]1[CH2:30][CH2:29][N:28]([CH2:27][C:24]2[CH:23]=[CH:22][C:21]([C:19]3[S:20][C:13]4[C:14](=[N:15][CH:16]=[CH:17][C:12]=4[O:11][C:10]4[CH:48]=[CH:49][C:7]([NH:6][C:5]([NH:4][CH:1]5[CH2:3][CH2:2]5)=[O:51])=[CH:8][C:9]=4[F:50])[CH:18]=3)=[N:26][CH:25]=2)[CH2:33][CH2:32]1)=[O:47] |f:3.4,5.6|. Procedure: A solution of 75 (171 mg, 0.238 mmol) and TFA (2 mL) in DCM (10 mL) was stirred at RT for 2 h. The TFA was removed by co-evaporation with DCM, diluted with a minimum of water, and the pH was adjusted to around 10 with a saturated aqueous solution of sodium bicarbonate and a few drops of 1N NaOH at the end. The resultant suspension was sonicated for 15 min. The solid was collected by filtration, rinsed with water and dried under high vacuum. The crude product was purified by Biotage (SiliaFlash 1... Starting materials: C(=O)(OC(C)(C)C)NC1=CC=C(C=C1)O (N-Boc-4-hydroxy-aniline), BrC=1SC=CN1 (2-bromothiazole), O (water), C(=O)([O-])[O-].[K+].[K+] (K2CO3). The solvent is CS(=O)C (DMSO). Run at temperature 140 celsius, time 30 minute. Product: S1C(=NC=C1)OC1=CC=C(C=C1)NC(OC(C)(C)C)=O (tert-butyl 4-(1,3-thiazol-2-yloxy)phenylcarbamate). The yield is 25.3%. Reaction SMILES: [C:1]([NH:8][C:9]1[CH:14]=[CH:13][C:12]([OH:15])=[CH:11][CH:10]=1)([O:3][C:4]([CH3:7])([CH3:6])[CH3:5])=[O:2].Br[C:17]1[S:18][CH:19]=[CH:20][N:21]=1.C([O-])([O-])=O.[K+].[K+].O>CS(C)=O>[S:18]1[CH:19]=[CH:20][N:21]=[C:17]1[O:15][C:12]1[CH:11]=[CH:10][C:9]([NH:8][C:1](=[O:2])[O:3][C:4]([CH3:7])([CH3:6])[CH3:5])=[CH:14][CH:13]=1 |f:2.3.4|. Procedure: N-Boc-4-hydroxy-aniline (3.9 g, 0.019 mol) was combined with 2-bromothiazole (2.4 mL, 0.027 mol) in DMSO (20 mL) at room temperature. K2CO3 (3.9 g, 0.028 mol) was added and with rapid stirring, the reaction mixture was heated at about 140° C. for 5 hours. After cooling to room temperature, the reaction mixture was poured into water (300 mL), extracted with ethyl acetate (2×) and the combined organics were dried over MgSO4. Decolorizing charcoal was added, stirred for 30 minutes and filtered thro...